Dataset: the Open Reaction Database (ORD), a public repository of structured organic reaction records. Task: describe an organic reaction: reactants, conditions, products, and yield Starting materials: O=C([O-])[O-], CS(C)=O, N#Cc1ccc(Oc2ccc(C=O)cc2)c(Cl)c1, [K+], [K+], OO. Yields the product NC(=O)c1ccc(Oc2ccc(C=O)cc2)c(Cl)c1. Reaction SMILES: [C:19]([O-:20])(=[O:21])[O-:22].[CH3:27][S:28]([CH3:29])=[O:30].[Cl:1][c:2]1[cH:3][c:4]([C:5]#[N:6])[cH:7][cH:8][c:9]1[O:10][c:11]1[cH:12][cH:13][c:14]([CH:17]=[O:18])[cH:15][cH:16]1.[K+:23].[K+:24].[OH:25][OH:26]>>[Cl:1][c:2]1[cH:3][c:4]([C:5]([NH2:6])=[O:20])[cH:7][cH:8][c:9]1[O:10][c:11]1[cH:12][cH:13][c:14]([CH:17]=[O:18])[cH:15][cH:16]1. Reactants: CC(O)=S, [H-], O=C(CCl)NCC=CCOc1cc(CN2CCCCC2)ccn1, [Na+], C1CCOC1. Product: CC(=O)SCC(=O)NCC=CCOc1cc(CN2CCCCC2)ccn1. Reaction SMILES: [C:1]([CH3:2])(=[S:3])[OH:4].[H-:5].[N:7]1([CH2:13][c:14]2[cH:15][c:16]([O:20][CH2:21][CH:22]=[CH:23][CH2:24][NH:25][C:26]([CH2:27][Cl:28])=[O:29])[n:17][cH:18][cH:19]2)[CH2:8][CH2:9][CH2:10][CH2:11][CH2:12]1.[Na+:6].[O:30]1[CH2:31][CH2:32][CH2:33][CH2:34]1>>[C:1]([CH3:2])([S:3][CH2:27][C:26]([NH:25][CH2:24][CH:23]=[CH:22][CH2:21][O:20][c:16]1[cH:15][c:14]([CH2:13][N:7]2[CH2:8][CH2:9][CH2:10][CH2:11][CH2:12]2)[cH:19][cH:18][n:17]1)=[O:29])=[O:4]. Starting materials: CCOCC, CC(CCC(=O)O)C1CCCC1, [Li]C, O. Reaction SMILES: [CH3:16][CH2:17][O:18][CH2:19][CH3:20].[CH:1]1([CH:6]([CH2:7][CH2:8][C:9](=[O:10])[OH:11])[CH3:12])[CH2:2][CH2:3][CH2:4][CH2:5]1.[Li:13][CH3:14].[OH2:15]>>[CH:1]1([CH:6]([CH2:7][CH2:8][C:9](=[O:11])[CH3:14])[CH3:12])[CH2:2][CH2:3][CH2:4][CH2:5]1. Yields the product CC(=O)CCC(C)C1CCCC1.